This data is from the Open Reaction Database (ORD), a public repository of structured organic reaction records. The task is: describe an organic reaction: reactants, conditions, products, and yield Reactants: BrCC(=O)C1CCN(CC1)C(=O)OC(C)(C)C (tert-butyl 4-(bromoacetyl)piperidine-1-carboxylate), C(=S)N (thioformamide). Run in C(C)(=O)OCC (ethyl acetate), C1CCOC1 (THF). Reaction conditions: temperature 60 celsius, time 8 hour. Yields the product S1C=NC(=C1)C1CCN(CC1)C(=O)OC(C)(C)C (tert-butyl 4-(1,3-thiazol-4-yl)piperidine-1-carboxylate). Isolated yield 63.0%. RXN SMILES: Br[CH2:2][C:3]([CH:5]1[CH2:10][CH2:9][N:8]([C:11]([O:13][C:14]([CH3:17])([CH3:16])[CH3:15])=[O:12])[CH2:7][CH2:6]1)=O.[CH:18]([NH2:20])=[S:19]>C1COCC1.C(OCC)(=O)C>[S:19]1[CH:2]=[C:3]([CH:5]2[CH2:10][CH2:9][N:8]([C:11]([O:13][C:14]([CH3:17])([CH3:16])[CH3:15])=[O:12])[CH2:7][CH2:6]2)[N:20]=[CH:18]1. Reported procedure: The title compound from Step B above (500 mg, 1.63 mmol) was combined with thioformamide (100 mg, 1.63 mmol) in 5 mL of THF, warmed to 60° C., and stirred overnight. The mixture was cooled to RT and diluted with ethyl acetate. The solution was then washed with water followed by brine. The organics were dried over magnesium sulfate, filtered and concentrated under vacuum. Purification via preparative TLC plates (3×1000 μM) eluting with 60% ethyl acetate/hexane afforded the title compound (282 mg,... The reactants are [BH4-], COCCOC, [Li+], CCOC(=O)COc1ccc(CN2C(=O)C3(COc4cc5c(cc43)OCCO5)c3ccccc32)cc1, O=C(O)CC(O)(CC(=O)O)C(=O)O. Yields the product O=C1N(Cc2ccc(OCCO)cc2)c2ccccc2C12COc1cc3c(cc12)OCCO3. RXN SMILES: [BH4-:37].[CH3:52][O:53][CH2:54][CH2:55][O:56][CH3:57].[Li+:38].[O:1]=[C:2]1[N:3]([CH2:23][c:24]2[cH:25][cH:26][c:27]([O:28][CH2:29][C:30](=[O:31])[O:32][CH2:33][CH3:34])[cH:35][cH:36]2)[c:4]2[cH:5][cH:6][cH:7][cH:8][c:9]2[C:10]12[CH2:11][O:12][c:13]1[cH:14][c:15]3[c:16]([cH:21][c:22]12)[O:17][CH2:18][CH2:19][O:20]3.[OH:39][C:40]([CH2:41][C:42]([C:43](=[O:44])[OH:45])([CH2:46][C:47](=[O:48])[OH:49])[OH:50])=[O:51]>>[O:1]=[C:2]1[N:3]([CH2:23][c:24]2[cH:25][cH:26][c:27]([O:28][CH2:29][CH2:30][OH:31])[cH:35][cH:36]2)[c:4]2[cH:5][cH:6][cH:7][cH:8][c:9]2[C:10]12[CH2:11][O:12][c:13]1[cH:14][c:15]3[c:16]([cH:21][c:22]12)[O:17][CH2:18][CH2:19][O:20]3. Starting materials: C1CCOC1, C=C1c2ccccc2C=Cc2cc(OC)ccc21, B1C2CCCC1CCC2. The product is COc1ccc2c(c1)C=Cc1ccccc1C2CO. As a reaction SMILES: [CH2:28]1[CH2:31][CH2:30][CH2:29][O:32]1.[CH3:1][O:2][c:3]1[cH:4][c:5]2[c:6]([cH:17][cH:18]1)[C:7](=[CH2:16])[c:8]1[c:9]([cH:12][cH:13][cH:14][cH:15]1)[CH:10]=[CH:11]2.[CH:19]12[BH:20][CH:21]([CH2:22][CH2:23][CH2:24]1)[CH2:25][CH2:26][CH2:27]2>>[CH3:1][O:2][c:3]1[cH:4][c:5]2[c:6]([cH:17][cH:18]1)[CH:7]([CH2:16][OH:32])[c:8]1[c:9]([cH:12][cH:13][cH:14][cH:15]1)[CH:10]=[CH:11]2.